The task is: describe an organic reaction: reactants, conditions, products, and yield. This data is from the Open Reaction Database (ORD), a public repository of structured organic reaction records. Reactants: CC(C)(C)n1nc(-c2ccc(N)cc2)c2c(N)ncnc21, O=CO, Cl. Yields the product Nc1ccc(-c2n[nH]c3ncnc(N)c23)cc1. RXN SMILES: [C:1]([CH3:2])([CH3:3])([CH3:4])[n:5]1[n:6][c:7](-[c:15]2[cH:16][cH:17][c:18]([NH2:21])[cH:19][cH:20]2)[c:8]2[c:9]1[n:10][cH:11][n:12][c:13]2[NH2:14].[CH:22]([OH:23])=[O:24].[ClH:25]>>[nH:5]1[n:6][c:7](-[c:15]2[cH:16][cH:17][c:18]([NH2:21])[cH:19][cH:20]2)[c:8]2[c:9]1[n:10][cH:11][n:12][c:13]2[NH2:14].